Dataset: the Open Reaction Database (ORD), a public repository of structured organic reaction records. Task: describe an organic reaction: reactants, conditions, products, and yield The reactants are NC1=CC=C(C=C1)C1CN=C2N(C(NC=3C=CC=CC23)=O)C1 (3-(4-aminophenyl)-2,3,4,7-tetrahydro-6H-pyrimido[1,2-c]quinazolin-6-one), BrC=1C=C(C=CC1)N=C=O (3-bromophenyl isocyanate). Yields the product BrC=1C=C(C=CC1)NC(=O)NC1=CC=C(C=C1)C1CN=C2N(C(NC=3C=CC=CC23)=O)C1 (1-(3-Bromophenyl)-3-[4-(6-oxo-3,4,6,7-tetrahydro-2H-pyrimido[1,2-c]quinazolin-3-yl)phenyl]urea). Yield: 66.2%. Reaction SMILES: [NH2:1][C:2]1[CH:7]=[CH:6][C:5]([CH:8]2[CH2:22][N:12]3[C:13](=[O:21])[NH:14][C:15]4[CH:16]=[CH:17][CH:18]=[CH:19][C:20]=4[C:11]3=[N:10][CH2:9]2)=[CH:4][CH:3]=1.[Br:23][C:24]1[CH:25]=[C:26]([N:30]=[C:31]=[O:32])[CH:27]=[CH:28][CH:29]=1>>[Br:23][C:24]1[CH:25]=[C:26]([NH:30][C:31]([NH:1][C:2]2[CH:7]=[CH:6][C:5]([CH:8]3[CH2:22][N:12]4[C:13](=[O:21])[NH:14][C:15]5[CH:16]=[CH:17][CH:18]=[CH:19][C:20]=5[C:11]4=[N:10][CH2:9]3)=[CH:4][CH:3]=2)=[O:32])[CH:27]=[CH:28][CH:29]=1. Procedure: In a manner similar to the procedure described in Example 7, 3-(4-aminophenyl)-2,3,4,7-tetrahydro-6H-pyrimido[1,2-c]quinazolin-6-one (20.2 mg, 0.069 mmol) and 3-bromophenyl isocyanate (0.0095 mL, 0.076 mmol) were reacted to give the title compound as an off-white solid (22.4 mg, 66%). 1H NMR (DMSO-d6) δ: 10.69 (s, 1H), 8.85 (s, 1H), 8.72 (s, 1H), 7.97-7.99 (m, 1H), 7.85 (t, J=1.9 Hz, 1H), 7.42-7.45 (m, 3H), 7.29-7.31 (m, 1H), 7.21-7.27 (m, 3H), 7.13-7.15 (m, 1H), 7.05-7.08 (m, 1H), 7.01 (d, J=7.... Starting materials: BrC1=CC=C(C=C1)C(CC(=O)N(C)OC)C1=C(C=C(C=C1)Cl)C (3-(4-bromophenyl)-3-(4-chloro-2-methylphenyl)-N-methoxy-N-methylpropanamide), BrC1=CC(=NC=C1)C (4-bromo-2-methylpyridine). Product: BrC1=CC=C(C=C1)C(CC(=O)C1=CC(=NC=C1)C)C1=C(C=C(C=C1)Cl)C (3-(4-Bromophenyl)-3-(4-chloro-2-methylphenyl)-1-(2-methylpyridin-4-yl)propan-1-one). RXN SMILES: [Br:1][C:2]1[CH:7]=[CH:6][C:5]([CH:8]([C:16]2[CH:21]=[CH:20][C:19]([Cl:22])=[CH:18][C:17]=2[CH3:23])[CH2:9][C:10](N(OC)C)=[O:11])=[CH:4][CH:3]=1.Br[C:25]1[CH:30]=[CH:29][N:28]=[C:27]([CH3:31])[CH:26]=1>>[Br:1][C:2]1[CH:7]=[CH:6][C:5]([CH:8]([C:16]2[CH:21]=[CH:20][C:19]([Cl:22])=[CH:18][C:17]=2[CH3:23])[CH2:9][C:10]([C:25]2[CH:30]=[CH:29][N:28]=[C:27]([CH3:31])[CH:26]=2)=[O:11])=[CH:4][CH:3]=1. Procedure: In analogy to example 74, step 5, from 3-(4-bromophenyl)-3-(4-chloro-2-methylphenyl)-N-methoxy-N-methylpropanamide and 4-bromo-2-methylpyridine was prepared the title compound as a light brown solid, MS (ESI+): m/z=430.04 [M+H]+. The reactants are BrC1=C(C=CC=C1)O (2-bromophenol), S(=O)(=O)(OCC)OCC (diethyl sulphate). Run in [OH-].[Na+] (NaOH). Yields the product BrC1=C(C=CC=C1)OCC (1-Bromo-2-ethoxybenzene). Reaction SMILES: [Br:1][C:2]1[CH:7]=[CH:6][CH:5]=[CH:4][C:3]=1[OH:8].S(OCC)(O[CH2:13][CH3:14])(=O)=O>[OH-].[Na+]>[Br:1][C:2]1[CH:7]=[CH:6][CH:5]=[CH:4][C:3]=1[O:8][CH2:13][CH3:14] |f:2.3|. Procedure: A mixture of 17.5 g of 2-bromophenol, 66 ml of diethyl sulphate and 170 ml of 10% NaOH solution is refluxed for 2 hours. After cooling the reaction mixture to RT, it is extracted with EtOAc, the organic phase is washed with 2N NaOH solution and dried over Na2SO4, and the solvent is evaporated off under vacuum. 19.6 g of the expected product are obtained. Starting materials: [K].C1(=CC=CC=C1)S(=O)(=O)NC(C1=CC(=C(C=C1)[N+](=O)[O-])NCC1=CC=C(C=C1)C1=CC=CC=C1)=O (N-benzenesulfonyl-3-(biphenyl-4-ylmethylamino)-4-nitrobenzamide potassium salt), C(O)([O-])=O.[K+] (potassium hydrogencarbonate), [H][H] (hydrogen). The reagents and catalysts are [Pd] (palladium on carbon). Run in CO (methanol). Yields the product [K].C1(=CC=CC=C1)S(=O)(=O)NC(C1=CC(=C(C=C1)N)NCC1=CC=C(C=C1)C1=CC=CC=C1)=O (N-benzenesulfonyl-4-amino-3-(biphenyl-4-ylmethylamino)benzamide potassium salt). The yield is 78.2%. RXN SMILES: [K:1].[C:2]1([S:8]([NH:11][C:12](=[O:36])[C:13]2[CH:18]=[CH:17][C:16]([N+:19]([O-])=O)=[C:15]([NH:22][CH2:23][C:24]3[CH:29]=[CH:28][C:27]([C:30]4[CH:35]=[CH:34][CH:33]=[CH:32][CH:31]=4)=[CH:26][CH:25]=3)[CH:14]=2)(=[O:10])=[O:9])[CH:7]=[CH:6][CH:5]=[CH:4][CH:3]=1.C(=O)([O-])O.[K+].[H][H]>[Pd].CO>[K:1].[C:2]1([S:8]([NH:11][C:12](=[O:36])[C:13]2[CH:18]=[CH:17][C:16]([NH2:19])=[C:15]([NH:22][CH2:23][C:24]3[CH:29]=[CH:28][C:27]([C:30]4[CH:31]=[CH:32][CH:33]=[CH:34][CH:35]=4)=[CH:26][CH:25]=3)[CH:14]=2)(=[O:9])=[O:10])[CH:3]=[CH:4][CH:5]=[CH:6][CH:7]=1 |f:0.1,2.3,7.8,^1:0,46|. Reported procedure: Five-percent palladium on carbon (0.64 g) was added to a mixture containing 4.27 g of N-benzenesulfonyl-3-(biphenyl-4-ylmethylamino)-4-nitrobenzamide potassium salt, 10.7 g of a 20% potassium hydrogencarbonate aqueous solution and 200 ml of methanol, and the mixture was stirred in a hydrogen atmosphere at 35° C. for 14 hours. The crystals precipitated were dissolved in 400 ml of a mixed solution of acetone and water (at a ratio of 5:2). The solid material was separated through filtration. The fi... The reactants are C1(CCCCC1)CSC1=CC=CC(=N1)[C@@H](CC#N)O ((R)-3-(6-((cyclohexylmethyl)thio)pyridin-2-yl)-3-hydroxypropanenitrile), N.CO.C(Cl)Cl (NH3 MeOH CH2Cl2), Example 25. The product is NCC[C@@H](O)C1=NC(=CC=C1)SCC1CCCCC1 ((R)-3-amino-1-(6-((cyclohexylmethyl)thio)pyridin-2-yl)propan-1-ol). As a reaction SMILES: [CH:1]1([CH2:7][S:8][C:9]2[N:14]=[C:13]([C@H:15]([OH:19])[CH2:16][C:17]#[N:18])[CH:12]=[CH:11][CH:10]=2)[CH2:6][CH2:5][CH2:4][CH2:3][CH2:2]1.N.CO.C(Cl)Cl>>[NH2:18][CH2:17][CH2:16][C@H:15]([C:13]1[CH:12]=[CH:11][CH:10]=[C:9]([S:8][CH2:7][CH:1]2[CH2:6][CH2:5][CH2:4][CH2:3][CH2:2]2)[N:14]=1)[OH:19] |f:1.2.3|. Procedure details: Reduction of (R)-3-(6-((cyclohexylmethyl)thio)pyridin-2-yl)-3-hydroxypropanenitrile following the method described in Example 6 gave after flash chromatography purification (15%-20% 7N NH3/MeOH—CH2Cl2 gradient) Example 25 as a colorless oil. Yield (0.3 g, 43%); 1H NMR (400 MHz, CD3OD) δ 7.56 (t, J=7.6 Hz, 1H), 7.17 (d, J=7.6 Hz, 1H), 7.09 (d, J=8.0 Hz, 1H), 4.75-4.72 (m, 1H), 3.04 (d, J=7.2 Hz, 2H), 2.80 (t, J=7.6 Hz, 2H), 2.03-1.98 (m, 1H), 1.94-1.54 (m, 7H), 1.30-0.99 (m, 5H); RP-HPLC tR=9.63 ... Reactants: ClC=1C=C(C=CC1)[C@H]1C[C@](C(N([C@@H]1C1=CC=C(C=C1)Cl)[C@H](CN1CCOCC1)CC)=O)(C)CC=O (2-((3R,5R,6S)-5-(3-Chlorophenyl)-6-(4-chlorophenyl)-3-methyl-1-((S)-1-morpholinobutan-2-yl)-2-oxopiperidin-3-yl)acetaldehyde), mixture, CC(=O)C (acetone). Solvent: O (water), OS(=O)(=O)O (H2SO4), O (water), C(C)(=O)OCC (ethyl acetate). Reaction conditions: time 2 hour. Product: ClC=1C=C(C=CC1)[C@H]1C[C@](C(N([C@@H]1C1=CC=C(C=C1)Cl)[C@H](CN1CCOCC1)CC)=O)(C)CC(=O)O (2-((3R,5R,6S)-5-(3-Chlorophenyl)-6-(4-chlorophenyl)-3-methyl-1-((S)-1-morpholinobutan-2-yl)-2-oxopiperidin-3-yl)acetic acid). RXN SMILES: [Cl:1][C:2]1[CH:3]=[C:4]([C@@H:8]2[C@@H:13]([C:14]3[CH:19]=[CH:18][C:17]([Cl:20])=[CH:16][CH:15]=3)[N:12]([C@@H:21]([CH2:29][CH3:30])[CH2:22][N:23]3[CH2:28][CH2:27][O:26][CH2:25][CH2:24]3)[C:11](=[O:31])[C@:10]([CH2:33][CH:34]=[O:35])([CH3:32])[CH2:9]2)[CH:5]=[CH:6][CH:7]=1.CC(C)=[O:38]>O.OS(O)(=O)=O.C(OCC)(=O)C>[Cl:1][C:2]1[CH:3]=[C:4]([C@@H:8]2[C@@H:13]([C:14]3[CH:15]=[CH:16][C:17]([Cl:20])=[CH:18][CH:19]=3)[N:12]([C@@H:21]([CH2:29][CH3:30])[CH2:22][N:23]3[CH2:28][CH2:27][O:26][CH2:25][CH2:24]3)[C:11](=[O:31])[C@:10]([CH2:33][C:34]([OH:38])=[O:35])([CH3:32])[CH2:9]2)[CH:5]=[CH:6][CH:7]=1. Reported procedure: To a solution of 2-((3R,5R,6S)-5-(3-chlorophenyl)-6-(4-chlorophenyl)-3-methyl-1-((S)-1-morpholinobutan-2-yl)-2-oxopiperidin-3-yl)acetaldehyde (Example 91, Step E) (125 mg, 0.242 mmol) in acetone (2 mL) was added 3 mL of a mixture of CrO3 in water (2 mL) and concentrated H2SO4 (1 ml). The reaction mixture was stirred at room temperature for 2 hours and then diluted with water (10 mL) and ethyl acetate (10 mL) and the layers were separated. The aqueous layer was extracted with additional ethyl ace... Starting materials: CCC(CO)Nc1ccc2ncc(Br)n2n1, CCCCC=CB(O)O. Product: CCCCC=Cc1cnc2ccc(NC(CC)CO)nn12. As a reaction SMILES: [Br:1][c:2]1[cH:3][n:4][c:5]2[n:6]1[n:7][c:8]([NH:11][CH:12]([CH2:13][OH:14])[CH2:15][CH3:16])[cH:9][cH:10]2.[CH:17](=[CH:18][CH2:19][CH2:20][CH2:21][CH3:22])[B:23]([OH:24])[OH:25]>>[c:2]1([CH:17]=[CH:18][CH2:19][CH2:20][CH2:21][CH3:22])[cH:3][n:4][c:5]2[n:6]1[n:7][c:8]([NH:11][CH:12]([CH2:13][OH:14])[CH2:15][CH3:16])[cH:9][cH:10]2. The reactants are O=C([O-])[O-], CN(C)C=O, Cc1cc(CN2C(=O)C(C3=NS(=O)(=O)c4cc(NS(C)(=O)=O)ccc4N3)=C(O)C3C4CCC(C4)C32)ccc1F, CI, [K+], [K+]. The product is Cc1cc(CN2C(=O)C(C3=NS(=O)(=O)c4cc(N(C)S(C)(=O)=O)ccc4N3)=C(O)C3C4CCC(C4)C32)ccc1F. Reaction SMILES: [C:40](=[O:41])([O-:42])[O-:43].[CH3:48][N:49]([CH3:50])[CH:51]=[O:52].[F:1][c:2]1[c:3]([CH3:39])[cH:4][c:5]([CH2:6][N:7]2[CH:8]3[CH:9]4[CH2:10][CH2:11][CH:12]([CH:13]3[C:14]([OH:35])=[C:15]([C:18]3=[N:19][S:20](=[O:33])(=[O:34])[c:21]5[c:22]([cH:24][cH:25][c:26]([NH:28][S:29](=[O:30])(=[O:31])[CH3:32])[cH:27]5)[NH:23]3)[C:16]2=[O:17])[CH2:36]4)[cH:37][cH:38]1.[I:46][CH3:47].[K+:44].[K+:45]>>[F:1][c:2]1[c:3]([CH3:39])[cH:4][c:5]([CH2:6][N:7]2[CH:8]3[CH:9]4[CH2:10][CH2:11][CH:12]([CH:13]3[C:14]([OH:35])=[C:15]([C:18]3=[N:19][S:20](=[O:33])(=[O:34])[c:21]5[c:22]([cH:24][cH:25][c:26]([N:28]([S:29](=[O:30])(=[O:31])[CH3:32])[CH3:40])[cH:27]5)[NH:23]3)[C:16]2=[O:17])[CH2:36]4)[cH:37][cH:38]1. The reactants are BrC1=CC2=C(C(=NO2)C2=C(C=CC=C2)C(OCC)OCC)C=C1 (6-bromo-3-(2-(diethoxymethyl)phenyl)benzo[d]isoxazole), BrC1=CC2=C(C(=NO2)C2=C(C=CC=C2)C(OCC)OCC)C=C1 (6-bromo-3-(2-(diethoxymethyl)phenyl)benzo[d]isoxazole), solution, C(CCC)[Li] (n-butyl lithium), C(=O)=O (carbon dioxide), C(=O)=O (carbon dioxide). Solvent: CCOCC (ether), hexanes, CCOCC (ether). Run at time 45 minute. Product: C(=O)C1=C(C=CC=C1)C1=NOC2=C1C=CC(=C2)C(=O)O (3-(2-formylphenyl)benzo[d]isoxazole-6-carboxylic acid). Reaction SMILES: Br[C:2]1[CH:23]=[CH:22][C:5]2[C:6]([C:9]3[CH:14]=[CH:13][CH:12]=[CH:11][C:10]=3[CH:15]([O:19]CC)OCC)=[N:7][O:8][C:4]=2[CH:3]=1.C([Li])CCC.[C:29](=[O:31])=[O:30]>CCOCC>[CH:15]([C:10]1[CH:11]=[CH:12][CH:13]=[CH:14][C:9]=1[C:6]1[C:5]2[CH:22]=[CH:23][C:2]([C:29]([OH:31])=[O:30])=[CH:3][C:4]=2[O:8][N:7]=1)=[O:19]. Procedure: To a solution of 6-bromo-3-(2-(diethoxymethyl)phenyl)benzo[d]isoxazole (Compound 5) (50 g) in dry ether (330 mL) under nitrogen at −78° C. was added a 2.5M solution of n-butyl lithium in hexanes (55.8 mL) was added dropwise and stirring continued at −78° C. for 45 min. The thick brown suspension was transferred via cannula to a mechanically stirred mixture of solid carbon dioxide pellets in ether (250 mL, under nitrogen and cooled in acetone/dry ice bath) and the resulting reaction mix topped up...